Dataset: the Open Reaction Database (ORD), a public repository of structured organic reaction records. Task: describe an organic reaction: reactants, conditions, products, and yield The reactants are O=C=NCc1ccccc1Cl, CN(C)C=O, N#Cc1ccc(N)c(O)c1. Yields the product N#Cc1ccc(NC(=O)NCc2ccccc2Cl)c(O)c1. As a reaction SMILES: [Cl:1][c:2]1[c:3]([CH2:4][N:5]=[C:6]=[O:7])[cH:8][cH:9][cH:10][cH:11]1.[O:22]=[CH:23][N:24]([CH3:25])[CH3:26].[OH:12][c:13]1[c:14]([NH2:15])[cH:16][cH:17][c:18]([C:20]#[N:21])[cH:19]1>>[Cl:1][c:2]1[c:3]([CH2:4][NH:5][C:6](=[O:7])[NH:15][c:14]2[c:13]([OH:12])[cH:19][c:18]([C:20]#[N:21])[cH:17][cH:16]2)[cH:8][cH:9][cH:10][cH:11]1. Starting materials: ClC1(C(=C(C1=O)C1=CC=CC=C1)C1=CC=C(C=C1)SC)Cl (4,4-Dichloro-3-(4-methylthiophenyl)-2-phenyl-2-cyclobuten-1-one), C1CCOC1 (THF). Reagents/catalysts: [CH3-].C[Al]C.[CH-]1C=CC=C1.[CH-]1C=CC=C1.[Cl-].[Ti+4] (Tebbe's reagent). Conditions: time 30 minute. The product is ClC1(C(C(=C1C1=CC=C(C=C1)SC)C1=CC=CC=C1)=C)Cl (4,4-Dichloro-3-methylene-1-(4-methylthiophenyl)-2-phenyl-1-cyclobutene). Reaction SMILES: [Cl:1][C:2]1([Cl:21])[C:5](=O)[C:4]([C:7]2[CH:12]=[CH:11][CH:10]=[CH:9][CH:8]=2)=[C:3]1[C:13]1[CH:18]=[CH:17][C:16]([S:19][CH3:20])=[CH:15][CH:14]=1.[CH2:22]1COCC1>[CH3-].C[Al]C.[CH-]1C=CC=C1.[CH-]1C=CC=C1.[Cl-].[Ti+4]>[Cl:1][C:2]1([Cl:21])[C:3]([C:13]2[CH:18]=[CH:17][C:16]([S:19][CH3:20])=[CH:15][CH:14]=2)=[C:4]([C:7]2[CH:12]=[CH:11][CH:10]=[CH:9][CH:8]=2)[C:5]1=[CH2:22] |f:2.3.4.5.6.7,^1:28|. Procedure details: To a solution of Example 1 (810 mg) in THF (20 mL) at 0° C. was added Tebbe's reagent (0.5M, 5 mL) dropwise. The mixture was stirred at r.t. for 30 min., quenched with NaOH 0.5N at 0° C. and diluted with Et2O. The organic phase was washed with H2O, brine, dried (MgSO4) and the solvents evaporated. Flash chromatography of the residue (silica gel; hexane/EtOAc (95:5)) provided the title compound as a yellow oil. Reactants: OC1=C(C=C(C=C1)CCCC(=O)OC)C1=C(C=CC(=C1)CCCC(=O)OC)O (2,2'-dihydroxy-5,5'-bis (3-methoxycarbonylpropyl) biphenyl), C(CCCCCC)Br (heptyl bromide), C([O-])([O-])=O.[K+].[K+] (potassium carbonate). The reagents and catalysts are [Cu] (copper). Solvent: CN(C)C=O (DMF). Yields the product C(CCCCCC)OC1=C(C=C(C=C1)CCCC(=O)OC)C1=C(C=CC(=C1)CCCC(=O)OC)O (2-heptyloxy-2'-hydroxy-5,5'-bis (3-methoxycarbonylpropyl) biphenyl). Isolated yield 89.3%. Reaction SMILES: [OH:1][C:2]1[CH:7]=[CH:6][C:5]([CH2:8][CH2:9][CH2:10][C:11]([O:13][CH3:14])=[O:12])=[CH:4][C:3]=1[C:15]1[CH:20]=[C:19]([CH2:21][CH2:22][CH2:23][C:24]([O:26][CH3:27])=[O:25])[CH:18]=[CH:17][C:16]=1[OH:28].[CH2:29](Br)[CH2:30][CH2:31][CH2:32][CH2:33][CH2:34][CH3:35].C(=O)([O-])[O-].[K+].[K+]>[Cu].CN(C=O)C>[CH2:29]([O:1][C:2]1[CH:7]=[CH:6][C:5]([CH2:8][CH2:9][CH2:10][C:11]([O:13][CH3:14])=[O:12])=[CH:4][C:3]=1[C:15]1[CH:20]=[C:19]([CH2:21][CH2:22][CH2:23][C:24]([O:26][CH3:27])=[O:25])[CH:18]=[CH:17][C:16]=1[OH:28])[CH2:30][CH2:31][CH2:32][CH2:33][CH2:34][CH3:35] |f:2.3.4|. Procedure details: To 5 ml of a DMF solution containing 200 mg (0.5181 mmol) of 2,2'-dihydroxy-5,5'-bis (3-methoxycarbonylpropyl) biphenyl and 0.840 ml (5.181 mmol) of heptyl bromide, there were added 85.8 mg (0.6217 mmol) of anhydrous potassium carbonate and a small amount of copper powder and the resulting mixture was agitated for 5 hours at room temperature. The reaction mixture was filtered by suction through Celite to remove the solid matter and the filtrate was washed with ethyl acetate. After the solvent in... Conditions: time 8 hour. Reported procedure: 1.6 g. 2-Methylthiazole-5-carboxylic acid (m.p. 209° C.) and 0.76 g. 2-cyanoaziridine in 20 ml. tetrahydrofuran are mixed at 0° to 5° C. with 2.4 g. dicyclohexylcarbodiimide. The reaction mixture is stirred for 1 hour at 0° C. and for 3 hours at ambient temperature, whereafter the precipitated dicyclohexylurea is filtered off with suction and washed with the above-mentioned solvent and with diethyl ether. The filtrate is evaporated in a vacuum and the evaporation residue is taken up in ethyl ace... Reactants: CC=1SC(=CN1)C(=O)O (2-Methylthiazole-5-carboxylic acid), C(=O)(NC1CCCCC1)NC1CCCCC1 (dicyclohexylurea), C(#N)C1NC1 (2-cyanoaziridine), C1(CCCCC1)N=C=NC1CCCCC1 (dicyclohexylcarbodiimide). The product is CC=1SC(=CN1)C(=O)N1C(C1)C#N (1-(2-methylthiazole-5-carbonyl)-2-cyanoaziridine). RXN SMILES: [CH3:1][C:2]1[S:3][C:4]([C:7]([OH:9])=O)=[CH:5][N:6]=1.[C:10]([CH:12]1[CH2:14][NH:13]1)#[N:11].C1(N=C=NC2CCCCC2)CCCCC1.C(NC1CCCCC1)(NC1CCCCC1)=O>C(OCC)C.O1CCCC1>[CH3:1][C:2]1[S:3][C:4]([C:7]([N:13]2[CH2:14][CH:12]2[C:10]#[N:11])=[O:9])=[CH:5][N:6]=1. Run in C(C)OCC (diethyl ether), O1CCCC1 (tetrahydrofuran).